This data is from the Open Reaction Database (ORD), a public repository of structured organic reaction records. The task is: describe an organic reaction: reactants, conditions, products, and yield Starting materials: CN1CC=2N(C3=C(C1=O)C=CC=C3)C=NC2C(=O)OCC (ethyl 5,6-dihydro-5-methyl-6-oxo-4H-imidazo[1,5-a][1,4]benzodiazepine-3-carboxylate), [C-]#N.[K+] (potassium cyanide). Solvent: CC(C)O (2-propanol). Yields the product CN1CC=2N(C3=C(C1=O)C=CC=C3)C=NC2C(=O)OC(C)C (isopropyl 5,6-dihydro-5-methyl-6-oxo-4H-imidazo[1,5-a][1,4]benzodiazepine 3-carboxylate). RXN SMILES: [CH3:1][N:2]1[C:8](=[O:9])[C:7]2[CH:10]=[CH:11][CH:12]=[CH:13][C:6]=2[N:5]2[CH:14]=[N:15][C:16]([C:17]([O:19][CH2:20][CH3:21])=[O:18])=[C:4]2[CH2:3]1.[C-:22]#N.[K+]>CC(O)C>[CH3:1][N:2]1[C:8](=[O:9])[C:7]2[CH:10]=[CH:11][CH:12]=[CH:13][C:6]=2[N:5]2[CH:14]=[N:15][C:16]([C:17]([O:19][CH:20]([CH3:22])[CH3:21])=[O:18])=[C:4]2[CH2:3]1 |f:1.2|. Procedure details: 285 mg (1 mmol) of ethyl 5,6-dihydro-5-methyl-6-oxo-4H-imidazo[1,5-a][1,4]benzodiazepine-3-carboxylate and 50 mg of potassium cyanide are stirred at 60° C. for 72 hours in 10 ml of 2-propanol. Then, the mixture is concentrated on a rotary evaporator, the residue is partitioned between water and chloroform, extracted twice with chloroform, the chloroform phase is dried over magnesium sulphate and evaporated. There is obtained isopropyl 5,6-dihydro-5-methyl-6-oxo-4H-imidazo[1,5-a][1,4]benzodiazepi...